This data is from the Open Reaction Database (ORD), a public repository of structured organic reaction records. The task is: describe an organic reaction: reactants, conditions, products, and yield Starting materials: BrC=1SC(=C2C1CCN(CC2C2=CC=CC=C2)C)Br (1,3-dibromo-6-methyl-4-phenyl-5,6,7,8-tetrahydro-4H-thieno[3,4-d]azepine). The reagents and catalysts are [Zn] (Zinc). Solvent: C(C)(=O)O (acetic acid). Product: BrC=1SC=C2C1CCN(CC2C2=CC=CC=C2)C (1-bromo-6-methyl-4-phenyl-5,6,7,8-tetrahydro-4H-thieno [3,4-d]azepine). Reaction SMILES: [Br:1][C:2]1[S:3][C:4](Br)=[C:5]2[CH:11]([C:12]3[CH:17]=[CH:16][CH:15]=[CH:14][CH:13]=3)[CH2:10][N:9]([CH3:18])[CH2:8][CH2:7][C:6]=12>C(O)(=O)C.[Zn]>[Br:1][C:2]1[S:3][CH:4]=[C:5]2[CH:11]([C:12]3[CH:13]=[CH:14][CH:15]=[CH:16][CH:17]=3)[CH2:10][N:9]([CH3:18])[CH2:8][CH2:7][C:6]=12. Procedure details: Zinc powder (0.19 g) was added to a stirred solution of 1,3-dibromo-6-methyl-4-phenyl-5,6,7,8-tetrahydro-4H-thieno[3,4-d]azepine (0.58 g) in acetic acid (10 ml) and the mixture heated under reflux for 5 hours under nitrogen. The mixture was evaporated, water (20 ml), 0.880 ammonia solution (5 ml) added, and extracted with dichloromethane (2×20 ml). The extracts were dried, filtered, evaporated and the residue chromatographed (silica, 1% methanol in dichloromethane) to give 1-bromo-6-methyl-4-phe...